describe an organic reaction: reactants, conditions, products, and yield From a dataset of the Open Reaction Database (ORD), a public repository of structured organic reaction records. The reactants are Cl.BrCCCCO[C@@H]1CC[C@H](CC1)NC (trans-[4-(4-Bromo-butoxy)-cyclohexyl]-methyl-amine hydrochloride), [N+](=O)([O-])C1=CC=C(C=C1)S(=O)(=O)Cl (4-nitro-benzenesulfonyl chloride). Yields the product BrCCCCO[C@@H]1CC[C@H](CC1)N(S(=O)(=O)C1=CC=C(C=C1)[N+](=O)[O-])C (trans-N-[4-(4-Bromo-butoxy)-cyclohexyl]-N-methyl-4-nitro-benzenesulfonamide). RXN SMILES: Cl.[Br:2][CH2:3][CH2:4][CH2:5][CH2:6][O:7][C@H:8]1[CH2:13][CH2:12][C@H:11]([NH:14][CH3:15])[CH2:10][CH2:9]1.[N+:16]([C:19]1[CH:24]=[CH:23][C:22]([S:25](Cl)(=[O:27])=[O:26])=[CH:21][CH:20]=1)([O-:18])=[O:17]>>[Br:2][CH2:3][CH2:4][CH2:5][CH2:6][O:7][C@H:8]1[CH2:9][CH2:10][C@H:11]([N:14]([CH3:15])[S:25]([C:22]2[CH:21]=[CH:20][C:19]([N+:16]([O-:18])=[O:17])=[CH:24][CH:23]=2)(=[O:26])=[O:27])[CH2:12][CH2:13]1 |f:0.1|. Procedure details: In analogy to example 11.9, trans-[4-(4-Bromo-butoxy)-cyclohexyl]-methyl-amine hydrochloride and 4-nitro-benzenesulfonyl chloride (with 2.1 eq N,N-diisopropylethylamine) were reacted to yield trans-N-[4-(4-Bromo-butoxy)-cyclohexyl]-N-methyl-4-nitro-benzenesulfonamide, MS: 451 (MH+). Starting materials: FC=1C(=NC(=NC1)NC1=CC=C(C=C1)OCCOCOCCOC)NC=1C=C(C=CC1)N(C(OC(C)(C)C)=O)C (tert-butyl (3-((5-fluoro-2-((4-(2-((2-methoxyethoxy)methoxy)ethoxy)phenyl)amino)pyrimidin-4-yl)amino)phenyl)(methyl)carbamate), C(Cl)Cl.CO (DCM methanol). The solvent is FC(C(=O)O)(F)F (trifluoroacetic acid). Run at temperature 0 celsius, time 8 hour. Product: FC=1C(=NC(=NC1)NC1=CC=C(OCCO)C=C1)NC1=CC(=CC=C1)NC (2-(4-((5-fluoro-4-((3-(methylamino)phenyl)amino)pyrimidin-2-yl)amino)phenoxy)ethanol). Isolated yield 39.6%. As a reaction SMILES: [F:1][C:2]1[C:3]([NH:25][C:26]2[CH:27]=[C:28]([N:32](C)[C:33](=O)OC(C)(C)C)[CH:29]=[CH:30][CH:31]=2)=[N:4][C:5]([NH:8][C:9]2[CH:14]=[CH:13][C:12]([O:15][CH2:16][CH2:17][O:18]COCCOC)=[CH:11][CH:10]=2)=[N:6][CH:7]=1.C(Cl)Cl.CO>FC(F)(F)C(O)=O>[F:1][C:2]1[C:3]([NH:25][C:26]2[CH:31]=[CH:30][CH:29]=[C:28]([NH:32][CH3:33])[CH:27]=2)=[N:4][C:5]([NH:8][C:9]2[CH:10]=[CH:11][C:12]([O:15][CH2:16][CH2:17][OH:18])=[CH:13][CH:14]=2)=[N:6][CH:7]=1 |f:1.2|. Procedure: In a 25 mL, 3-neck RBF equipped with a calcium chloride guard tube, tert-butyl (3-((5-fluoro-2-((4-(2-((2-methoxyethoxy)methoxy)ethoxy)phenyl)amino)pyrimidin-4-yl)amino)phenyl)(methyl)carbamate (0.4 g) in was charged in trifluoroacetic acid (6.0 mL) at 0° C. The reaction mixture was stirred at 0° C. for 8 hr. The reaction was monitored by TLC using DCM:methanol (9.6:0.4) as mobile phase. After completion of the reaction, the reaction mixture was quenched in water and neutralized with sodium bica... Starting materials: CCCCCC, C[Al](C)C, O=C1OCCC1N1CCCc2cc(Cl)ccc21, ClCCl, Nc1ccccc1. Product: O=C(Nc1ccccc1)C(CCO)N1CCCc2cc(Cl)ccc21. As a reaction SMILES: [CH3:12][CH2:13][CH2:14][CH2:15][CH2:16][CH3:17].[CH3:8][Al:9]([CH3:10])[CH3:11].[Cl:18][c:19]1[cH:20][c:21]2[c:26]([cH:27][cH:28]1)[N:25]([CH:29]1[C:30](=[O:34])[O:31][CH2:32][CH2:33]1)[CH2:24][CH2:23][CH2:22]2.[Cl:35][CH2:36][Cl:37].[NH2:1][c:2]1[cH:3][cH:4][cH:5][cH:6][cH:7]1>>[NH:1]([c:2]1[cH:3][cH:4][cH:5][cH:6][cH:7]1)[C:30]([CH:29]([N:25]1[CH2:24][CH2:23][CH2:22][c:21]2[cH:20][c:19]([Cl:18])[cH:28][cH:27][c:26]21)[CH2:33][CH2:32][OH:31])=[O:34]. The reactants are CC1CNC(C)CN1, O=C1Nc2cc(Cl)ccc2Nc2ccccc21. Product: CC1CN(C2=Nc3cc(Cl)ccc3Nc3ccccc32)C(C)CN1. Reaction SMILES: [CH3:18][CH:19]1[NH:20][CH2:21][CH:22]([CH3:25])[NH:23][CH2:24]1.[Cl:1][c:2]1[cH:3][cH:4][c:5]2[c:6]([cH:17]1)[NH:7][C:8](=[O:16])[c:9]1[c:10]([cH:12][cH:13][cH:14][cH:15]1)[NH:11]2>>[Cl:1][c:2]1[cH:3][cH:4][c:5]2[c:6]([cH:17]1)[N:7]=[C:8]([N:20]1[CH:19]([CH3:18])[CH2:24][NH:23][CH:22]([CH3:25])[CH2:21]1)[c:9]1[c:10]([cH:12][cH:13][cH:14][cH:15]1)[NH:11]2. Starting materials: S([O-])[O-].[Na+].C=O.[Na+] (formaldehyde sodium sulfoxylate), ferrous sulfate, C(CN(CC(=O)[O-])CC(=O)[O-])N(CC(=O)O)CC(=O)O.[Na+].[Na+] (disodium ethylenediaminetetraacetate), 14.7, C(C(=C)C)(=O)OC (methyl methacrylate), C=CC1=CC=CC=C1 (styrene). Product: C=CC=C.C=CC1=CC=CC=C1 (Butadiene-styrene Rubber). As a reaction SMILES: S([O-])[O-].[Na+].C=O.[Na+].C(N(CC(O)=O)CC(O)=O)CN(CC([O-])=O)CC([O-])=O.[Na+].[Na+].C(OC)(=O)C(C)=C.[CH2:37]=[CH:38][C:39]1[CH:44]=[CH:43][CH:42]=[CH:41][CH:40]=1>>[CH2:37]=[CH:38][CH:39]=[CH2:40].[CH2:37]=[CH:38][C:39]1[CH:44]=[CH:43][CH:42]=[CH:41][CH:40]=1 |f:0.1.2.3,4.5.6,9.10|. Reported procedure: An 8 liter polymerization reactor was charged with 70 parts (dry basis) of the latex of particle size enhanced butadiene-styrene rubber obtained in (2). After elevating the temperature to 60° C. in a nitrogen gas stream with stirring, 0.18 part of formaldehyde sodium sulfoxylate, 0.001 part of ferrous sulfate and 0.004 part of disodium ethylenediaminetetraacetate were added to the reactor. Graft polymerization was then carried out in the same manner as in Example 1 by using 30 parts of a monomer... The reactants are [BH4-], C1CCOC1, CC(=O)O, COc1c(C)cc2c(c1C)C(O)CC1(CCC1)N2, [Na+], O=C(O)C(F)(F)F. Yields the product COc1c(C)cc2c(c1C)CCC1(CCC1)N2. RXN SMILES: [BH4-:1].[CH2:32]1[O:33][CH2:34][CH2:35][CH2:36]1.[CH3:10][C:11](=[O:12])[OH:13].[CH3:14][O:15][c:16]1[c:17]([CH3:31])[c:18]2[c:26]([cH:27][c:28]1[CH3:29])[NH:25][C:21]1([CH2:20][CH:19]2[OH:30])[CH2:22][CH2:23][CH2:24]1.[Na+:2].[OH:3][C:4]([C:5]([F:6])([F:7])[F:8])=[O:9]>>[CH3:14][O:15][c:16]1[c:17]([CH3:31])[c:18]2[c:26]([cH:27][c:28]1[CH3:29])[NH:25][C:21]1([CH2:20][CH2:19]2)[CH2:22][CH2:23][CH2:24]1. Procedure: Acetyl bromide (1 mL, excess) was added to 3-(5-cyclopropyl-2,6-dimethoxy-pyrimidine-4-carbonyl)-5-methyl-benzonitrile (31 mg, 0.096 mmol). The reaction was heated to 60° C. for 1 hour. The reaction was concentrated down and purified (silica gel, 20-80% EtOAc/hexane) to give white solid (22 mg, 77%). LC-MS shows 294.0 (M−1). 1H NMR (300 MHz, CDCl3): δ 8.04 (s, 1H), 7.97 (s, 1H), 7.75 (s, 1H), 2.50 (s, 3H), 1.17 (m, 1H), 0.56 (m, 2H), 0.49 (m, 2H). The reactants are C(C)(=O)Br (Acetyl bromide), C1(CC1)C=1C(=NC(=NC1OC)OC)C(=O)C=1C=C(C#N)C=C(C1)C (3-(5-cyclopropyl-2,6-dimethoxy-pyrimidine-4-carbonyl)-5-methyl-benzonitrile). Conditions: temperature 60 celsius. RXN SMILES: C(Br)(=O)C.[CH:5]1([C:8]2[C:9]([C:18]([C:20]3[CH:21]=[C:22]([CH:25]=[C:26]([CH3:28])[CH:27]=3)[C:23]#[N:24])=[O:19])=[N:10][C:11]([O:16]C)=[N:12][C:13]=2[O:14]C)[CH2:7][CH2:6]1>>[CH:5]1([C:8]2[C:13](=[O:14])[NH:12][C:11](=[O:16])[NH:10][C:9]=2[C:18]([C:20]2[CH:21]=[C:22]([CH:25]=[C:26]([CH3:28])[CH:27]=2)[C:23]#[N:24])=[O:19])[CH2:7][CH2:6]1. Yields the product C1(CC1)C1=C(NC(NC1=O)=O)C(=O)C=1C=C(C#N)C=C(C1)C (3-(5-Cyclopropyl-2,6-dioxo-1,2,3,6-tetrahydro-pyrimidine-4-carbonyl)-5-methyl-benzonitrile). Isolated yield 77.6%. Reactants: BrC1=NC=CC=C1C=O (2-Bromo-3-formylpyridine), C(C)(C)(C)OC(=O)N1CCC(CC1)NC (1-tert-butoxycarbonyl-4-methylaminopiperidine), C(C)(C)N(CC)C(C)C (diisopropylethylamine). Yields the product C(C)(C)(C)OC(=O)N1CCC(CC1)N(C1=NC=CC=C1C=O)C (1-tert-Butoxycarbonyl-4-[N-methyl-N-(3-(formyl)-2-pyridinyl)amino]piperidine). Reaction SMILES: Br[C:2]1[C:7]([CH:8]=[O:9])=[CH:6][CH:5]=[CH:4][N:3]=1.[C:10]([O:14][C:15]([N:17]1[CH2:22][CH2:21][CH:20]([NH:23][CH3:24])[CH2:19][CH2:18]1)=[O:16])([CH3:13])([CH3:12])[CH3:11].C(N(C(C)C)CC)(C)C>>[C:10]([O:14][C:15]([N:17]1[CH2:18][CH2:19][CH:20]([N:23]([CH3:24])[C:2]2[C:7]([CH:8]=[O:9])=[CH:6][CH:5]=[CH:4][N:3]=2)[CH2:21][CH2:22]1)=[O:16])([CH3:13])([CH3:12])[CH3:11]. Procedure: Following the general procedure of EXAMPLE 12 and making non-critical variations but starting with 2-bromo-3-formylpyridine (XVI, EXAMPLE 1, 2.67 g, 14.4 mmol), 1-tert-butoxycarbonyl-4-methylaminopiperidine (XIII, 2.8 g, 13.1 mmol), and diisopropylethylamine (2.3 ml), the title compound is obtained, mp 90°-91°. Starting materials: C([O-])(O)=O.[Na+] (sodium bicarbonate), ClC1=CC=C(C=C1)C=1C(=NN2C1N=C(C(=C2O)C)C)C2=C(C=CC=C2)Cl (3-(4-chlorophenyl)-2-(2-chlorophenyl)-5,6-dimethyl-pyrazolo[1,5-a]pyrimidin-7-ol), C(C)(C)N(CC)C(C)C (diisopropylethylamine), O=P(Cl)(Cl)Cl (POCl3). As a reaction SMILES: [Cl:1][C:2]1[CH:7]=[CH:6][C:5]([C:8]2[C:9]([C:20]3[CH:25]=[CH:24][CH:23]=[CH:22][C:21]=3[Cl:26])=[N:10][N:11]3[C:16](O)=[C:15]([CH3:18])[C:14]([CH3:19])=[N:13][C:12]=23)=[CH:4][CH:3]=1.C(N(C(C)C)CC)(C)C.O=P(Cl)(Cl)[Cl:38].C(=O)(O)[O-].[Na+]>C1(C)C=CC=CC=1.C(OCC)(=O)C>[Cl:38][C:16]1[N:11]2[N:10]=[C:9]([C:20]3[CH:25]=[CH:24][CH:23]=[CH:22][C:21]=3[Cl:26])[C:8]([C:5]3[CH:6]=[CH:7][C:2]([Cl:1])=[CH:3][CH:4]=3)=[C:12]2[N:13]=[C:14]([CH3:19])[C:15]=1[CH3:18] |f:3.4|. Conditions: temperature 100 celsius. Reported procedure: To a slurry of 3-(4-chlorophenyl)-2-(2-chlorophenyl)-5,6-dimethyl-pyrazolo[1,5-a]pyrimidin-7-ol (I-4A-1a; 0.277 g, 0.721 mmol) and diisopropylethylamine (0.188 ml, 1.08 mmol) in toluene (7.2 ml) at room temperature was added POCl3 (0.336 ml, 3.60 mmol), dropwise. The mixture was heated at 100° C. for 7 hours, cooled to room temperature, and then slowly added to a stirred mixture of ice, saturated aqueous sodium bicarbonate and ethyl acetate. The aqueous layer was separated and extracted with add... Product: ClC1=C(C(=NC=2N1N=C(C2C2=CC=C(C=C2)Cl)C2=C(C=CC=C2)Cl)C)C (7-Chloro-3-(4-chlorophenyl)-2-(2-chlorophenyl)-5,6-dimethylpyrazolo[1,5-a]pyrimidine). The solvent is C(C)(=O)OCC (ethyl acetate), C1(=CC=CC=C1)C (toluene).